From a dataset of the Open Reaction Database (ORD), a public repository of structured organic reaction records. describe an organic reaction: reactants, conditions, products, and yield The reactants are COCOC=1C=CC(=C(OC2=CC=C(OCC(=O)OC)C=C2)C1)[N+](=O)[O-] (methyl {p-[5-(methoxymethoxy)-2-nitrophenoxy]phenoxy}acetate), COCOC=1C=CC(=C(OC2=C(OCC(=O)OC)C=CC=C2)C1)[N+](=O)[O-] (methyl {o-[5-(methoxymethoxy)-2-nitrophenoxy]phenoxy}acetate). Product: OC=1C=CC(=C(OC2=CC=C(OCC(=O)OC)C=C2)C1)[N+](=O)[O-] (methyl [p-(5-hydroxy-2-nitrophenoxy)phenoxy]acetate). As a reaction SMILES: COC[O:4][C:5]1[CH:6]=[CH:7][C:8]([N+:24]([O-:26])=[O:25])=[C:9]([CH:23]=1)[O:10][C:11]1[CH:22]=[CH:21][C:14]([O:15][CH2:16][C:17]([O:19][CH3:20])=[O:18])=[CH:13][CH:12]=1.COCOC1C=CC([N+]([O-])=O)=C(C=1)OC1C=CC=CC=1OCC(OC)=O>>[OH:4][C:5]1[CH:6]=[CH:7][C:8]([N+:24]([O-:26])=[O:25])=[C:9]([CH:23]=1)[O:10][C:11]1[CH:22]=[CH:21][C:14]([O:15][CH2:16][C:17]([O:19][CH3:20])=[O:18])=[CH:13][CH:12]=1. Reported procedure: Using essentially the same procedure, but subtituting methyl {p-[5-(methoxymethoxy)-2-nitrophenoxy]phenoxy}acetate for methyl {o-[5-(methoxymethoxy)-2-nitrophenoxy]phenoxy}acetate, methyl [p-(5-hydroxy-2-nitrophenoxy)phenoxy]acetate is obtained. Starting materials: CS(=O)(=O)C=1C=C(C=CC1)C1=CC=C(C=C1)N1C(=NC(=C1)C(=O)OCC)C1=C(C=CC=C1)C(F)(F)F (ethyl 1-(3′-(methylsulfonyl)biphenyl-4-yl)-2-(2-(trifluoromethyl)-phenyl)-1H-imidazole-4-carboxylate), O1CCOCC1 (Dioxane), NN (hydrazine). Solvent: C1(=CC=CC=C1)C (PhMe). Reaction conditions: temperature 90 celsius. The product is CS(=O)(=O)C=1C=C(C=CC1)C1=CC=C(C=C1)N1C(=NC(=C1)C(=O)NN)C1=C(C=CC=C1)C(F)(F)F (1-(3′-(methylsulfonyl)biphenyl-4-yl)-2-(2-(trifluoromethyl)-phenyl)-1H-imidazole-4-carbohydrazide). Yield: 69.2%. Reaction SMILES: [CH3:1][S:2]([C:5]1[CH:6]=[C:7]([C:11]2[CH:16]=[CH:15][C:14]([N:17]3[CH:21]=[C:20]([C:22]([O:24]CC)=O)[N:19]=[C:18]3[C:27]3[CH:32]=[CH:31][CH:30]=[CH:29][C:28]=3[C:33]([F:36])([F:35])[F:34])=[CH:13][CH:12]=2)[CH:8]=[CH:9][CH:10]=1)(=[O:4])=[O:3].O1CCOCC1.[NH2:43][NH2:44]>C1(C)C=CC=CC=1>[CH3:1][S:2]([C:5]1[CH:6]=[C:7]([C:11]2[CH:12]=[CH:13][C:14]([N:17]3[CH:21]=[C:20]([C:22]([NH:43][NH2:44])=[O:24])[N:19]=[C:18]3[C:27]3[CH:32]=[CH:31][CH:30]=[CH:29][C:28]=3[C:33]([F:35])([F:34])[F:36])=[CH:15][CH:16]=2)[CH:8]=[CH:9][CH:10]=1)(=[O:4])=[O:3]. Procedure: To a solution of ethyl 1-(3′-(methylsulfonyl)biphenyl-4-yl)-2-(2-(trifluoromethyl)-phenyl)-1H-imidazole-4-carboxylate (2.63 g, 5.110 mmol) in 8 mL of 1:1 PhMe:Dioxane was added hydrazine (1 mL, 31.86 mmol). The reaction was heated at 90° C. for 12 h and then cooled to room temperature. The reaction was filtered through a small amount of celite to remove a black precipitate and then concentrated and placed on the high vacuum pump. The residue was dissolved in a minimum amount of dichloromethane a... Reactants: C=1C=CC(=CC1)P(C=2C=CC=CC2)C3=CC=C4C=CC=CC4=C3C5=C6C=CC=CC6=CC=C5P(C=7C=CC=CC7)C=8C=CC=CC8 (BINAP), C([O-])([O-])=O.[Cs+].[Cs+] (cesium carbonate), FC1=CC=C(N)C=C1 (4-fluoroaniline), ClC1=CC=C(C=N1)C(=O)N(C1=CC=C(C=C1)CN1C[C@@H](N(CC1)C(=O)OC(C)(C)C)C)C (1,1-dimethylethyl (2S)-4-({4-[[(6-chloro-3-pyridinyl)carbonyl](methyl)amino]phenyl}methyl)-2-methyl-1-piperazinecarboxylate). Reagents/catalysts: C(C)(=O)[O-].[Pd+2].C(C)(=O)[O-] (palladium acetate). Run in O1CCOCC1 (dioxane). Conditions: temperature 60 celsius, time 1 hour. Product: FC1=CC=C(C=C1)NC1=CC=C(C=N1)C(=O)N(C1=CC=C(C=C1)CN1C[C@@H](N(CC1)C(=O)OC(C)(C)C)C)C (1,1-Dimethylethyl (2S)-4-({4-[({6-[(4-fluorophenyl)amino]-3-pyridinyl}carbonyl)(methyl)amino]phenyl}methyl)-2-methyl-1-piperazinecarboxylate). Yield: 47.3%. Reaction SMILES: C1C=CC(P(C2C(C3C(P(C4C=CC=CC=4)C4C=CC=CC=4)=CC=C4C=3C=CC=C4)=C3C(C=CC=C3)=CC=2)C2C=CC=CC=2)=CC=1.C(=O)([O-])[O-].[Cs+].[Cs+].[F:53][C:54]1[CH:60]=[CH:59][C:57]([NH2:58])=[CH:56][CH:55]=1.Cl[C:62]1[N:67]=[CH:66][C:65]([C:68]([N:70]([CH3:92])[C:71]2[CH:76]=[CH:75][C:74]([CH2:77][N:78]3[CH2:83][CH2:82][N:81]([C:84]([O:86][C:87]([CH3:90])([CH3:89])[CH3:88])=[O:85])[C@@H:80]([CH3:91])[CH2:79]3)=[CH:73][CH:72]=2)=[O:69])=[CH:64][CH:63]=1>O1CCOCC1.C([O-])(=O)C.[Pd+2].C([O-])(=O)C>[F:53][C:54]1[CH:60]=[CH:59][C:57]([NH:58][C:62]2[N:67]=[CH:66][C:65]([C:68]([N:70]([CH3:92])[C:71]3[CH:76]=[CH:75][C:74]([CH2:77][N:78]4[CH2:83][CH2:82][N:81]([C:84]([O:86][C:87]([CH3:89])([CH3:88])[CH3:90])=[O:85])[C@@H:80]([CH3:91])[CH2:79]4)=[CH:73][CH:72]=3)=[O:69])=[CH:64][CH:63]=2)=[CH:56][CH:55]=1 |f:1.2.3,7.8.9|. Procedure details: BINAP (0.041 g, 0.0654 mmol), cesium carbonate (0.213 g, 0.654 mmol) and palladium acetate (0.009 g, 0.0436 mmol) were combined in dioxane (1 mL) and sonicated for 1 h under an argon atmosphere. To the red mixture was added 4-fluoroaniline (0.053 g, 0.479 mmol) and 1,1-dimethylethyl (2S)-4-({4-[[(6-chloro-3-pyridinyl)carbonyl](methyl)amino]phenyl}methyl)-2-methyl-1-piperazinecarboxylate (D54) (0.2 g, 0.436 mmol). The mixture was stirred at 60° C. for 1 h, the solvent was removed under vacuum and... Reactants: C1CCOC1, Cc1ccccc1, Cc1ccc(Cl)cc1C(=O)C1CCCN(C(=O)OC(C)(C)C)C1. The product is Cc1ccc(Cl)cc1C(O)C1CCCN(C(=O)OC(C)(C)C)C1. As a reaction SMILES: [CH2:31]1[O:32][CH2:33][CH2:34][CH2:35]1.[CH3:1][c:2]1[cH:3][cH:4][cH:5][cH:6][cH:7]1.[Cl:8][c:9]1[cH:10][cH:11][c:12]([CH3:30])[c:13]([C:14](=[O:15])[CH:16]2[CH2:17][N:18]([C:22](=[O:23])[O:24][C:25]([CH3:26])([CH3:27])[CH3:28])[CH2:19][CH2:20][CH2:21]2)[cH:29]1>>[Cl:8][c:9]1[cH:10][cH:11][c:12]([CH3:30])[c:13]([CH:14]([OH:15])[CH:16]2[CH2:17][N:18]([C:22](=[O:23])[O:24][C:25]([CH3:26])([CH3:27])[CH3:28])[CH2:19][CH2:20][CH2:21]2)[cH:29]1.